Dataset: the Open Reaction Database (ORD), a public repository of structured organic reaction records. Task: describe an organic reaction: reactants, conditions, products, and yield Reactants: C(C)(C)(C)OC(=O)N1[C@@H](CC(C1)=NOC)C(=O)O ((2S,4EZ)-1-(tert-butoxycarbonyl)-4-(methoxyimino)-2-pyrrolidinecarboxylic acid), C(C)(=O)Cl (acetyl chloride), C(C)N1C2=CC=CC=C2C=2C=C(C=CC12)N (9-ethyl-9H-carbazol-3-amine). Yields the product C(C)(=O)N1[C@@H](CC(C1)=NOC)C(=O)NC=1C=CC=2N(C3=CC=CC=C3C2C1)CC ((2S,4EZ)-1-acetyl-N-(9-ethyl-9H-carbazol-3-yl)-4-(methoxyimino)-2-pyrrolidinecarboxamide). As a reaction SMILES: C(O[C:6]([N:8]1[CH2:12][C:11](=[N:13][O:14][CH3:15])[CH2:10][C@H:9]1[C:16]([OH:18])=O)=[O:7])(C)(C)C.[C:19](Cl)(=O)C.[CH2:23]([N:25]1[C:37]2[CH:36]=[CH:35][C:34]([NH2:38])=[CH:33][C:32]=2[C:31]2[C:26]1=[CH:27][CH:28]=[CH:29][CH:30]=2)[CH3:24]>>[C:6]([N:8]1[CH2:12][C:11](=[N:13][O:14][CH3:15])[CH2:10][C@H:9]1[C:16]([NH:38][C:34]1[CH:35]=[CH:36][C:37]2[N:25]([CH2:23][CH3:24])[C:26]3[C:31]([C:32]=2[CH:33]=1)=[CH:30][CH:29]=[CH:28][CH:27]=3)=[O:18])(=[O:7])[CH3:19]. Procedure details: Following the general method as outlined in Example 22, starting from (2S,4EZ)-1-(tert-butoxycarbonyl)-4-(methoxyimino)-2-pyrrolidinecarboxylic acid, acetyl chloride, and 9-ethyl-9H-carbazol-3-amine the title compound was obtained in 69% purity by LC/MS. MS(ESI+): m/z=393.2.